From a dataset of the Open Reaction Database (ORD), a public repository of structured organic reaction records. describe an organic reaction: reactants, conditions, products, and yield The reactants are N (ammonia), C(Cl)(Cl)Cl.CO (chloroform methanol), N(=[N+]=[N-])C([C@@H]1[C@H](C[C@@H](O1)N1C(=O)NC(=O)C(=C1)Br)O)O (5'-azido-5-bromo-2'-deoxyuridine), C1(=CC=CC=C1)P(C1=CC=CC=C1)C1=CC=CC=C1 (triphenyl phosphine). The solvent is hexanes, C1(=CC=C(C=C1)S(=O)(=O)O)C (p-toluene sulfonic acid), N1=CC=CC=C1 (pyridine). The product is 5'-azido, BrC=1C(NC(N([C@H]2C[C@H](O)[C@@H](CO)O2)C1)=O)=O (5-bromo-2'-deoxy uridine). RXN SMILES: N([CH:4]([OH:20])[C@H:5]1[O:9][C@@H:8]([N:10]2[CH:17]=[C:16]([Br:18])[C:14](=[O:15])[NH:13][C:11]2=[O:12])[CH2:7][C@@H:6]1[OH:19])=[N+]=[N-].C1(P(C2C=CC=CC=2)C2C=CC=CC=2)C=CC=CC=1.N.C(Cl)(Cl)Cl.CO>N1C=CC=CC=1.C1(C)C=CC(S(O)(=O)=O)=CC=1>[Br:18][C:16]1[C:14](=[O:15])[NH:13][C:11](=[O:12])[N:10]([CH:17]=1)[C@@H:8]1[O:9][C@H:5]([CH2:4][OH:20])[C@@H:6]([OH:19])[CH2:7]1 |f:3.4|. Procedure: The 5'-azido derivative of 5-bromo-2'-deoxy uridine is prepared via the method described above. The 5'-azido-5-bromo-2'-deoxyuridine (1 mmol) is treated with triphenyl phosphine (1.5 mmol) in pyridine at room temperature for 2 h. Concentrated ammonia (1 ml) is added to the reaction vessel. After 14 h the solvent is removed under vacuum. The residue is dissolved in chloroform/ methanol containing one equivalent of p-toluene sulfonic acid, and this solution is added to hexanes. The 5'-amino-5-brom... The reactants are [N+](=O)([O-])C=1C=CC(=NC1)OC=1C=C2CCC(OC2=CC1)C1=CC=CC=C1 (5-nitro-2-(2-phenylchroman-6-yloxy)pyridine), OC=1C=C(C=CC1)C1OC2=CC=C(C=C2CC1)O (2-(3-hydroxyphenyl)chroman-6-ol), ClC1=NC=C(C=C1)[N+](=O)[O-] (2-chloro-5-nitropyridine). The solvent is Example 1 ( b ). The product is [N+](=O)([O-])C=1C=CC(=NC1)OC=1C=C(C=CC1)C1OC2=CC=C(C=C2CC1)OC1=NC=C(C=C1)[N+](=O)[O-] (2-[2-(3-(5-Nitropyridin-2-yloxy)phenyl)chroman-6-yloxy]-5-nitropyridine). Reaction SMILES: [N+:1]([C:4]1[CH:5]=[CH:6][C:7]([O:10][C:11]2[CH:12]=[C:13]3[C:18](=[CH:19][CH:20]=2)[O:17][CH:16]([C:21]2[CH:26]=[CH:25][CH:24]=[CH:23][CH:22]=2)[CH2:15][CH2:14]3)=[N:8][CH:9]=1)([O-:3])=[O:2].[OH:27]C1C=C(C2CCC3C(=CC=C(O)C=3)O2)C=CC=1.Cl[C:46]1[CH:51]=[CH:50][C:49]([N+:52]([O-:54])=[O:53])=[CH:48][N:47]=1>>[N+:52]([C:49]1[CH:50]=[CH:51][C:46]([O:27][C:25]2[CH:26]=[C:21]([CH:16]3[CH2:15][CH2:14][C:13]4[C:18](=[CH:19][CH:20]=[C:11]([O:10][C:7]5[CH:6]=[CH:5][C:4]([N+:1]([O-:3])=[O:2])=[CH:9][N:8]=5)[CH:12]=4)[O:17]3)[CH:22]=[CH:23][CH:24]=2)=[N:47][CH:48]=1)([O-:54])=[O:53]. Procedure: 2-[2-(3-(5-Nitropyridin-2-yloxy)phenyl)chroman-6-yloxy]-5-nitropyridine was prepared as described for 5-nitro-2-(2-phenylchroman-6-yloxy)pyridine in Example 1 (b) but starting from 2-(3-hydroxyphenyl)chroman-6-ol and using 210 mol-% of 2-chloro-5-nitropyridine. 1H NMR (400 MHz, d6-DMSO) δ: 9.05 (d, 1H, J 2.9 Hz), 9.03 (d, 1H, J 2.9 Hz), 8.64 (dd, 1H, J 2.9, 9.1 Hz), 8.60 (dd, 1H, J 2.9, 9.1 Hz), 7.52 (t, 1H, J 7.8 Hz), 7.41 (d, 1H, J 7.8 Hz), 7.33-7.31 (m, 1H), 7.28 (d, 1H, J 7.8 Hz), 7.23-7.18 ... The reactants are COc1cc2cc([N+](=O)[O-])c(OCc3ccccc3)cc2oc1=O, C1CCOC1, CCOC(C)=O, [Na+], [Na+], O, O=S([O-])S(=O)[O-]. Yields the product COc1cc2cc(N)c(OCc3ccccc3)cc2oc1=O. Reaction SMILES: [CH2:1]([c:2]1[cH:3][cH:4][cH:5][cH:6][cH:7]1)[O:8][c:9]1[c:10]([N+:22]([O-:23])=[O:24])[cH:11][c:12]2[cH:13][c:14]([O:20][CH3:21])[c:15](=[O:19])[o:16][c:17]2[cH:18]1.[CH2:39]1[O:40][CH2:41][CH2:42][CH2:43]1.[CH3:33][CH2:34][O:35][C:36]([CH3:37])=[O:38].[Na+:31].[Na+:32].[OH2:44].[S:25]([S:26]([O-:27])=[O:28])([O-:29])=[O:30]>>[CH2:1]([c:2]1[cH:3][cH:4][cH:5][cH:6][cH:7]1)[O:8][c:9]1[c:10]([NH2:22])[cH:11][c:12]2[cH:13][c:14]([O:20][CH3:21])[c:15](=[O:19])[o:16][c:17]2[cH:18]1. Reactants: solution, Cl (hydrogen chloride), C(C)(C)(C)OC(=O)N1[C@H](CN(CC1)C1=CC(=C(C=C1)OC)OC1CCCC1)CN(C)CC1=CC=CC=C1 ((S)-2-[(Benzyl-methyl-amino)-methyl]-4-(3-cyclopentyloxy-4-methoxy-phenyl)-piperazine-1-carboxylic acid tert-butyl ester). The solvent is O1CCOCC1 (1,4-dioxane), O1CCOCC1 (1,4-dioxane). Conditions: time 6 hour. The product is Cl.Cl.C(C1=CC=CC=C1)N(C[C@@H]1NCCN(C1)C1=CC(=C(C=C1)OC)OC1CCCC1)C ((S)—N-benzyl-1-(4-(3-(cyclopentyloxy)-4-methoxyphenyl)piperazin-2-yl)-N-methylmethanamine, dihydrochloride). RXN SMILES: C(OC([N:8]1[CH2:13][CH2:12][N:11]([C:14]2[CH:19]=[CH:18][C:17]([O:20][CH3:21])=[C:16]([O:22][CH:23]3[CH2:27][CH2:26][CH2:25][CH2:24]3)[CH:15]=2)[CH2:10][C@@H:9]1[CH2:28][N:29]([CH2:31][C:32]1[CH:37]=[CH:36][CH:35]=[CH:34][CH:33]=1)[CH3:30])=O)(C)(C)C.[ClH:38]>O1CCOCC1>[ClH:38].[ClH:38].[CH2:31]([N:29]([CH3:30])[CH2:28][C@H:9]1[CH2:10][N:11]([C:14]2[CH:19]=[CH:18][C:17]([O:20][CH3:21])=[C:16]([O:22][CH:23]3[CH2:27][CH2:26][CH2:25][CH2:24]3)[CH:15]=2)[CH2:12][CH2:13][NH:8]1)[C:32]1[CH:33]=[CH:34][CH:35]=[CH:36][CH:37]=1 |f:3.4.5|. Reported procedure: The intermediate (S)-2-[(Benzyl-methyl-amino)-methyl]-4-(3-cyclopentyloxy-4-methoxy-phenyl)-piperazine-1-carboxylic acid tert-butyl ester (300 mg, 0.65 mmol) was then dissolved in 1,4-dioxane (2 mL) and treated with a 4 N solution of hydrogen chloride in 1,4-dioxane (4 mL) and stirred for 6 h. The reaction was then evaporated to afford the title compound as a colorless solid. (180 mg, 99%). LC/MS (Method B) 2.32 min, [M+1]+ 410. The reactants are ClC=1C=C(C=CC1)[C@H]1C[C@](C(N([C@@H]1C1=CC=C(C=C1)Cl)[C@H](C=O)CC)=O)(C)CC(=O)O (2-((3R,5R,6S)-5-(3-chlorophenyl)-6-(4-chlorophenyl)-3-methyl-2-oxo-1-((S)-1-oxobutan-2-yl)piperidin-3-yl)acetic acid), Cl.CN (methylamine hydrochloride), C(C)(=O)O[BH-](OC(C)=O)OC(C)=O.[Na+] (sodium triacetoxyborohydride). Run in CO (methanol), C(Cl)Cl (DCM), ClCCCl (DCE). Reaction conditions: time 4 hour. Yields the product [NH4+].ClC=1C=C(C=CC1)[C@H]1C[C@](C(N([C@@H]1C1=CC=C(C=C1)Cl)[C@H](CNC)CC)=O)(C)CC(=O)[O-] (2-((3R,5R,6S)-5-(3-chlorophenyl)-6-(4-chlorophenyl)-3-methyl-1-((S)-1-(methylamino)butan-2-yl)-2-oxopiperidin-3-yl)acetic acid-ammonium salt). Reaction SMILES: [Cl:1][C:2]1[CH:3]=[C:4]([C@@H:8]2[C@@H:13]([C:14]3[CH:19]=[CH:18][C:17]([Cl:20])=[CH:16][CH:15]=3)[N:12]([C@@H:21]([CH2:24][CH3:25])[CH:22]=O)[C:11](=[O:26])[C@:10]([CH2:28][C:29]([OH:31])=[O:30])([CH3:27])[CH2:9]2)[CH:5]=[CH:6][CH:7]=1.Cl.[CH3:33][NH2:34].C(O[BH-](OC(=O)C)OC(=O)C)(=O)C.[Na+]>ClCCCl.CO.C(Cl)Cl>[NH4+:12].[Cl:1][C:2]1[CH:3]=[C:4]([C@@H:8]2[C@@H:13]([C:14]3[CH:15]=[CH:16][C:17]([Cl:20])=[CH:18][CH:19]=3)[N:12]([C@@H:21]([CH2:24][CH3:25])[CH2:22][NH:34][CH3:33])[C:11](=[O:26])[C@:10]([CH2:28][C:29]([O-:31])=[O:30])([CH3:27])[CH2:9]2)[CH:5]=[CH:6][CH:7]=1 |f:1.2,3.4,8.9|. Procedure details: To a solution of 2-((3R,5R,6S)-5-(3-chlorophenyl)-6-(4-chlorophenyl)-3-methyl-2-oxo-1-((S)-1-oxobutan-2-yl)piperidin-3-yl)acetic acid (201 mg, 0.434 mmol; Example 210 Step A) in DCE (3 mL) was added methylamine hydrochloride (117 mg, 1.736 mmol) followed by sodium triacetoxyborohydride (184 mg, 0.868 mmol). After 4 hours, the mixture was diluted with methanol and DCM, filtered, and concentrated. The residue was purified by flash chromatography on silica gel (eluent: 20-100% ethylacetate/hexanes ... The reactants are C(C)(C)(C)C1=CC=C(CNCC(O)C2=CC=C(C=C2)F)C=C1 ([rac]-(4-tert-butyl-benzyl)-[2-(4-fluoro-phenyl)-2-hydroxy-ethyl]-amine), FC=1C=C2C=CNC2=C(C1F)C(=O)O (5,6-difluoro-1H-indole-7-carboxylic acid), CN(C)C(=[N+](C)C)ON1C2=C(C=CC=C2)N=N1.[B-](F)(F)(F)F (TBTU), C(C)(C)N(C(C)C)CC (N,N-diisopropylethyl amine). Run in CN(C)C=O (DMF), O (water). Reaction conditions: time 5 minute. Yields the product C(C)(C)(C)C1=CC=C(CN(C(=O)C=2C(=C(C=C3C=CNC23)F)F)CC(O)C2=CC=C(C=C2)F)C=C1 ([rac]-5,6-Difluoro-1H-indole-7-carboxylic acid (4-tert-butyl-benzyl)-[2-(4-fluoro-phenyl)-2-hydroxy-ethyl]-amide). Yield: 47.0%. RXN SMILES: [F:1][C:2]1[CH:3]=[C:4]2[C:8](=[C:9]([C:12]([OH:14])=O)[C:10]=1[F:11])[NH:7][CH:6]=[CH:5]2.CN(C(ON1N=NC2C=CC=CC1=2)=[N+](C)C)C.[B-](F)(F)(F)F.C(N(CC)C(C)C)(C)C.[C:46]([C:50]1[CH:67]=[CH:66][C:53]([CH2:54][NH:55][CH2:56][CH:57]([C:59]2[CH:64]=[CH:63][C:62]([F:65])=[CH:61][CH:60]=2)[OH:58])=[CH:52][CH:51]=1)([CH3:49])([CH3:48])[CH3:47]>CN(C=O)C.O>[C:46]([C:50]1[CH:67]=[CH:66][C:53]([CH2:54][N:55]([CH2:56][CH:57]([C:59]2[CH:60]=[CH:61][C:62]([F:65])=[CH:63][CH:64]=2)[OH:58])[C:12]([C:9]2[C:10]([F:11])=[C:2]([F:1])[CH:3]=[C:4]3[C:8]=2[NH:7][CH:6]=[CH:5]3)=[O:14])=[CH:52][CH:51]=1)([CH3:49])([CH3:47])[CH3:48] |f:1.2|. Reported procedure: To a solution of 43 mg (0.22 mmol) of 5,6-difluoro-1H-indole-7-carboxylic acid and 68 mg of TBTU (0.22 mmol) in 2 ml DMF, were added 0.19 ml (1.09 mmol) of N,N-diisopropylethyl amine. After stirring for 5 min at rt, 66 mg (0.22 mmol) of [rac]-(4-tert-butyl-benzyl)-[2-(4-fluoro-phenyl)-2-hydroxy-ethyl]-amine were added. After stirring for 17 h at rt, the reaction mixture was diluted with 20 ml water and extracted with EtOAc (2×). The combined organic phases were washed with water and brine, dried... Starting materials: [Al+3], Brc1ccccc1, [Cl-], [Cl-], [Cl-], COC(=O)C1(CC(=O)Cl)CCOCC1, ClCCl. Product: COC(=O)C1(CC(=O)c2ccc(Br)cc2)CCOCC1. Reaction SMILES: [Al+3:23].[Br:15][c:16]1[cH:17][cH:18][cH:19][cH:20][cH:21]1.[Cl-:22].[Cl-:24].[Cl-:25].[Cl:1][C:2]([CH2:3][C:4]1([C:10](=[O:11])[O:12][CH3:13])[CH2:5][CH2:6][O:7][CH2:8][CH2:9]1)=[O:14].[Cl:26][CH2:27][Cl:28]>>[C:2]([CH2:3][C:4]1([C:10](=[O:11])[O:12][CH3:13])[CH2:5][CH2:6][O:7][CH2:8][CH2:9]1)(=[O:14])[c:19]1[cH:18][cH:17][c:16]([Br:15])[cH:21][cH:20]1.